This data is from the Open Reaction Database (ORD), a public repository of structured organic reaction records. The task is: describe an organic reaction: reactants, conditions, products, and yield Starting materials: ClC1=NC(=NC(=N1)Cl)Cl (2,4,6-Trichloro-1,3,5-triazine), [OH-].[NH4+] (ammonium hydroxide), ice water. Solvent: CC(=O)C (acetone). Reaction conditions: temperature 25 celsius, time 60 minute. Product: NC1=NC(=NC(=N1)Cl)Cl (6-amino-2,4-dichloro-[1,3,5]triazine), powder. Isolated yield 82.0%. RXN SMILES: Cl[C:2]1[N:7]=[C:6]([Cl:8])[N:5]=[C:4]([Cl:9])[N:3]=1.[OH-].[NH4+:11]>CC(C)=O>[NH2:11][C:2]1[N:7]=[C:6]([Cl:8])[N:5]=[C:4]([Cl:9])[N:3]=1 |f:1.2|. Procedure: 2,4,6-Trichloro-1,3,5-triazine (XVIII) (10.0 g, 55 mmol) was dissolved in acetone (80 mL) and poured into ice-water (80 mL) to form a very fine suspension. To this mixture, 1 N ammonium hydroxide solution (108 mL, 109.4 mmol) was added at 0° C. The reaction was stirred for 30 min at ambient temperature and for additional 60 min at 25° C. The precipitate was filtered off, washed with water (3×25 mL). After drying over calcium chloride under high vacuum, 6-amino-2,4-dichloro-[1,3,5]triazine (XXXVI... Starting materials: C12(CCCCC2C1)COC1=CC(=C(C(=O)OC(C)(C)C)C=C1Cl)F (tert-butyl 4-(bicyclo[4.1.0]heptan-1-ylmethoxy)-5-chloro-2-fluorobenzoate), ClC=1C(=CC(=C(C(=O)OC(C)(C)C)C1)F)OCC1(CCCCC1)F (tert-butyl 5-chloro-2-fluoro-4-((1-fluorocyclohexyl)methoxy)benzoate). The product is C1(CC1)C=1C(=CC(=C(C(=O)OC(C)(C)C)C1)F)OCC1(CCCCC1)F (tert-butyl 5-cyclopropyl-2-fluoro-4-((1-fluorocyclohexyl)-methoxy)-benzoate), gum. Yield: 90.0%. As a reaction SMILES: [C:1]12(COC3C(Cl)=CC(C(OC(C)(C)C)=O)=C(F)C=3)[CH2:7][CH:6]1CCCC2.Cl[C:26]1[C:27]([O:40][CH2:41][C:42]2([F:48])[CH2:47][CH2:46][CH2:45][CH2:44][CH2:43]2)=[CH:28][C:29]([F:39])=[C:30]([CH:38]=1)[C:31]([O:33][C:34]([CH3:37])([CH3:36])[CH3:35])=[O:32]>>[CH:1]1([C:26]2[C:27]([O:40][CH2:41][C:42]3([F:48])[CH2:47][CH2:46][CH2:45][CH2:44][CH2:43]3)=[CH:28][C:29]([F:39])=[C:30]([CH:38]=2)[C:31]([O:33][C:34]([CH3:37])([CH3:36])[CH3:35])=[O:32])[CH2:7][CH2:6]1. Procedure details: Following the procedure as described in Example 342 Step 4 and making variations as required to replace tert-butyl 4-(bicyclo[4.1.0]heptan-1-ylmethoxy)-5-chloro-2-fluorobenzoate with tert-butyl 5-chloro-2-fluoro-4-((1-fluorocyclohexyl)methoxy)benzoate, the title compound was obtained as a colorless gum (1.60 g, 90%): 1H NMR (300 MHz, CDCl3) δ 7.38 (d, J=8.4 Hz, 1H), 6.49 (d, J=12.5 Hz, 1H), 3.93 (d, J=17.8 Hz, 2H), 2.04-1.87 (m, 4H), 1.73-1.55 (m, 6H), 1.54 (s, 9H), 1.36-1.20 (m, 3H), 0.91-0.80 ...